From a dataset of the Open Reaction Database (ORD), a public repository of structured organic reaction records. describe an organic reaction: reactants, conditions, products, and yield The reactants are ice water, [I-].[Na+] (sodium iodide), Cl[Si](C)(C)C (chlorotrimethylsilane), ClC=1C=CC(=C(C(=O)NC2C(OC3=CC(=CC=C3C2O)OC)(C)C)C1)OC (3-(5-chloro-2-methoxybenzamido)-2,2-dimethyl-7-methoxy-4-chromanol), S([O-])(O)=O.[Na+] (sodium bisulfite). Run in C(C)#N (acetonitrile). Run at temperature 25 celsius, time 3 hour. The product is ClC=1C=CC(=C(C(=O)NC2C(OC3=CC(=CC=C3C2)OC)(C)C)C1)OC (3-(5-chloro-2-methoxybenzamido)-2,2-dimethyl-7-methoxychroman). RXN SMILES: [I-].[Na+].Cl[Si](C)(C)C.[Cl:8][C:9]1[CH:10]=[CH:11][C:12]([O:33][CH3:34])=[C:13]([CH:32]=1)[C:14]([NH:16][CH:17]1[CH:26](O)[C:25]2[C:20](=[CH:21][C:22]([O:28][CH3:29])=[CH:23][CH:24]=2)[O:19][C:18]1([CH3:31])[CH3:30])=[O:15].S(=O)(O)[O-].[Na+]>C(#N)C>[Cl:8][C:9]1[CH:10]=[CH:11][C:12]([O:33][CH3:34])=[C:13]([CH:32]=1)[C:14]([NH:16][CH:17]1[CH2:26][C:25]2[C:20](=[CH:21][C:22]([O:28][CH3:29])=[CH:23][CH:24]=2)[O:19][C:18]1([CH3:30])[CH3:31])=[O:15] |f:0.1,4.5|. Reported procedure: 44 g (300 mmol) of sodium iodide and 38 ml (300 mmol) of chlorotrimethylsilane were added to 19.6 g (50 mmol) of 3-(5-chloro-2-methoxybenzamido)-2,2-dimethyl-7-methoxy-4-chromanol in 120 ml of acetonitrile. The temperature rose temporarily to 32° C. After the mixture had been stirred at about 25° C. for three hours, it was poured into ice/water, decolorized with concentrated sodium bisulfite solution and extracted several times with methylene chloride. The combined organic solutions were washed ...